This data is from the Open Reaction Database (ORD), a public repository of structured organic reaction records. The task is: describe an organic reaction: reactants, conditions, products, and yield Reactants: FS(=O)(=O)OC (methyl fluorosulfonate), COC1=CC=C(C=C1)N(C(=O)C=1C2=CC=CC=C2N=C2C=CC=CC12)S(=O)(=O)C1=CC=C(C=C1)CCC(=O)ON1C(CCC1=O)=O (N-(4-Methoxyphenyl)-N-[4-(2-succinimidyloxycarbonylethyl)benzenesulfonyl]acridine-9-carboxamide), C1(=CC=CC=C1)C (toluene). The solvent is ClCCl (dichloromethane). Conditions: temperature -20 celsius, time 2 hour. The product is FS(=O)(=O)[O-].COC1=CC=C(C=C1)N(C(=O)C=1C2=CC=CC=C2[N+](=C2C=CC=CC12)C)S(=O)(=O)C1=CC=C(C=C1)CCC(=O)ON1C(CCC1=O)=O (N-(4-Methoxyphenyl)-N-[4-(2-succinimidyloxycarbonylethyl)benzenesulfonyl]-10-methylacridinium-9-carboxamide fluorosulfonate). RXN SMILES: [F:1][S:2]([O:5][CH3:6])(=[O:4])=[O:3].[CH3:7][O:8][C:9]1[CH:14]=[CH:13][C:12]([N:15]([S:32]([C:35]2[CH:40]=[CH:39][C:38]([CH2:41][CH2:42][C:43]([O:45][N:46]3[C:50](=[O:51])[CH2:49][CH2:48][C:47]3=[O:52])=[O:44])=[CH:37][CH:36]=2)(=[O:34])=[O:33])[C:16]([C:18]2[C:19]3[C:24]([N:25]=[C:26]4[C:31]=2[CH:30]=[CH:29][CH:28]=[CH:27]4)=[CH:23][CH:22]=[CH:21][CH:20]=3)=[O:17])=[CH:11][CH:10]=1.C1(C)C=CC=CC=1>ClCCl>[F:1][S:2]([O-:5])(=[O:4])=[O:3].[CH3:7][O:8][C:9]1[CH:14]=[CH:13][C:12]([N:15]([S:32]([C:35]2[CH:40]=[CH:39][C:38]([CH2:41][CH2:42][C:43]([O:45][N:46]3[C:50](=[O:51])[CH2:49][CH2:48][C:47]3=[O:52])=[O:44])=[CH:37][CH:36]=2)(=[O:34])=[O:33])[C:16]([C:18]2[C:31]3[C:26]([N+:25]([CH3:6])=[C:24]4[C:19]=2[CH:20]=[CH:21][CH:22]=[CH:23]4)=[CH:27][CH:28]=[CH:29][CH:30]=3)=[O:17])=[CH:11][CH:10]=1 |f:4.5|. Procedure details: 0.4 ml of methyl fluorosulfonate is added at -20° C. to 1.27 g of (5) in 60 ml of dichloromethane. The mixture is left to stir at -20° C. for 2 hours and to reach room ##STR17## temperature overnight. Addition of toluene results in precipitation of a yellow solid which is filtered off with suction and dried in vacuo. The reactants are CN(Cc1ccc(Cl)c(Cl)c1)C(=O)C1=C(O)C(=O)N(CCN2CCSCC2)C1, O, OO. The product is CN(Cc1ccc(Cl)c(Cl)c1)C(=O)C1=C(O)C(=O)N(CCN2CCS(=O)CC2)C1. RXN SMILES: [Cl:1][c:2]1[cH:3][c:4]([CH2:5][N:6]([C:7](=[O:8])[C:9]2=[C:13]([OH:14])[C:12](=[O:15])[N:11]([CH2:16][CH2:17][N:18]3[CH2:19][CH2:20][S:21][CH2:22][CH2:23]3)[CH2:10]2)[CH3:24])[cH:25][cH:26][c:27]1[Cl:28].[OH2:31].[OH:29][OH:30]>>[Cl:1][c:2]1[cH:3][c:4]([CH2:5][N:6]([C:7](=[O:8])[C:9]2=[C:13]([OH:14])[C:12](=[O:15])[N:11]([CH2:16][CH2:17][N:18]3[CH2:19][CH2:20][S:21](=[O:29])[CH2:22][CH2:23]3)[CH2:10]2)[CH3:24])[cH:25][cH:26][c:27]1[Cl:28]. The reactants are COC1=CC=C(C=C1C(=O)O)C(=O)N (6-methoxyisophthalamic acid), ClC=1C=C(N)C=CC1C (3-chloro-4-methylaniline). Product: ClC=1C=C(C=CC1C)NC(C=1C=C(C(=O)N)C=CC1OC)=O (3-N-(3-chloro-4-methylphenyl)-4-methoxyisophthalamide). RXN SMILES: [CH3:1][O:2][C:3]1[C:8]([C:9]([OH:11])=O)=[CH:7][C:6]([C:12]([NH2:14])=[O:13])=[CH:5][CH:4]=1.[Cl:15][C:16]1[CH:17]=[C:18]([CH:20]=[CH:21][C:22]=1[CH3:23])[NH2:19]>>[Cl:15][C:16]1[CH:17]=[C:18]([NH:19][C:9](=[O:11])[C:8]2[CH:7]=[C:6]([CH:5]=[CH:4][C:3]=2[O:2][CH3:1])[C:12]([NH2:14])=[O:13])[CH:20]=[CH:21][C:22]=1[CH3:23]. Procedure details: The captioned compound was synthesized from 6-methoxyisophthalamic acid and 3-chloro-4-methylaniline by the same procedure as in the manufacturing method described in step C of Example 1-3-1. Reaction SMILES: [Br:1][c:2]1[cH:3][c:4]([N+:11]([O-:12])=[O:13])[cH:5][c:6]([C:8](=[O:9])[NH2:10])[n:7]1.[CH3:25][N:26]([CH3:27])[CH:28]=[O:29].[K:14].[N+:15](=[O:16])([O-:17])[c:18]1[cH:19][cH:20][c:21]([SH:24])[cH:22][cH:23]1>>[Br:1][c:2]1[cH:3][c:4]([S:24][c:21]2[cH:20][cH:19][c:18]([N+:15](=[O:16])[O-:17])[cH:23][cH:22]2)[cH:5][c:6]([C:8](=[O:9])[NH2:10])[n:7]1. Reactants: NC(=O)c1cc([N+](=O)[O-])cc(Br)n1, CN(C)C=O, [K], O=[N+]([O-])c1ccc(S)cc1. Yields the product NC(=O)c1cc(Sc2ccc([N+](=O)[O-])cc2)cc(Br)n1.